Dataset: the Open Reaction Database (ORD), a public repository of structured organic reaction records. Task: describe an organic reaction: reactants, conditions, products, and yield The reactants are CC#N, Nc1cc(Br)cc(C(=O)O)c1Cl, O=S(=O)(CO)CCCl, O=S(=O)(O)O. Product: O=C(O)c1cc(Br)cc(NCS(=O)(=O)CCCl)c1Cl. Reaction SMILES: [CH3:26][C:27]#[N:28].[Cl:14][c:15]1[c:16]([C:17](=[O:18])[OH:19])[cH:20][c:21]([Br:25])[cH:22][c:23]1[NH2:24].[OH:6][CH2:7][S:8](=[O:9])(=[O:10])[CH2:11][CH2:12][Cl:13].[S:1](=[O:2])(=[O:3])([OH:4])[OH:5]>>[CH2:7]([S:8](=[O:9])(=[O:10])[CH2:11][CH2:12][Cl:13])[NH:24][c:23]1[c:15]([Cl:14])[c:16]([C:17](=[O:18])[OH:19])[cH:20][c:21]([Br:25])[cH:22]1. Starting materials: N1(CCSCC1)C(=O)N1CC(CC(C1)C1=CC=C(C=C1)OC(F)(F)F)C(=O)O (1-(Thiomorpholin-4-ylcarbonyl)-5-[4-(trifluoromethoxy)phenyl]piperidine-3-carboxylic acid), ON=C(N)OCCOC (2-methoxyethyl N′-hydroxyimidocarbamate). Yields the product COCCOC1=NOC(=N1)C1CN(CC(C1)C1=CC=C(C=C1)OC(F)(F)F)C(=O)N1CCSCC1 ({3-[3-(2-Methoxyethoxy)-1,2,4-oxadiazol-5-yl]-5-[4-(trifluoromethoxy)phenyl]piperidin-1-yl}-(thiomorpholin-4-yl)methanone). RXN SMILES: [N:1]1([C:7]([N:9]2[CH2:14][CH:13]([C:15]3[CH:20]=[CH:19][C:18]([O:21][C:22]([F:25])([F:24])[F:23])=[CH:17][CH:16]=3)[CH2:12][CH:11]([C:26]([OH:28])=O)[CH2:10]2)=[O:8])[CH2:6][CH2:5][S:4][CH2:3][CH2:2]1.O[N:30]=[C:31]([O:33][CH2:34][CH2:35][O:36][CH3:37])[NH2:32]>>[CH3:37][O:36][CH2:35][CH2:34][O:33][C:31]1[N:32]=[C:26]([CH:11]2[CH2:12][CH:13]([C:15]3[CH:16]=[CH:17][C:18]([O:21][C:22]([F:23])([F:24])[F:25])=[CH:19][CH:20]=3)[CH2:14][N:9]([C:7]([N:1]3[CH2:6][CH2:5][S:4][CH2:3][CH2:2]3)=[O:8])[CH2:10]2)[O:28][N:30]=1. Procedure details: According to General Method 1, 300 mg (0.717 mmol) of the compound from Example 9A and 480 mg (2.15 mmol, purity 60%) of 2-methoxyethyl N′-hydroxyimidocarbamate from Example 44A were reacted. Yield: 65 mg (17% of theory). The reactants are COC(=O)C1CN(CCC1C1=CC=C(C=C1)OCCOC1=C(C=C(C=C1Cl)C)Cl)C(=O)OC(C)(C)C (4-{4-[2-(2,6-Dichloro-4-methylphenoxy)ethoxy]phenyl}piperidine-1,3-dicarboxylic acid 1-tert-butyl ester 3-methyl ester), C[O-].[Na+] (NaOMe), O (Water). The solvent is CO (MeOH). Reaction conditions: temperature 70 celsius, time 3 day. Yields the product COC(=O)[C@H]1CN(CC[C@@H]1C1=CC=C(C=C1)OCCOC1=C(C=C(C=C1Cl)C)Cl)C(=O)OC(C)(C)C ((rac.)-(3R*,4S*)-4-{4-[2-(2,6-Dichloro-4-methylphenoxy)ethoxy]phenyl}-piperidine-1,3-dicarboxylic acid 1-tert-butyl ester 3-methyl ester). Reaction SMILES: [CH3:1][O:2][C:3]([CH:5]1[CH:10]([C:11]2[CH:16]=[CH:15][C:14]([O:17][CH2:18][CH2:19][O:20][C:21]3[C:26]([Cl:27])=[CH:25][C:24]([CH3:28])=[CH:23][C:22]=3[Cl:29])=[CH:13][CH:12]=2)[CH2:9][CH2:8][N:7]([C:30]([O:32][C:33]([CH3:36])([CH3:35])[CH3:34])=[O:31])[CH2:6]1)=[O:4].C[O-].[Na+].O>CO>[CH3:1][O:2][C:3]([C@@H:5]1[C@@H:10]([C:11]2[CH:16]=[CH:15][C:14]([O:17][CH2:18][CH2:19][O:20][C:21]3[C:26]([Cl:27])=[CH:25][C:24]([CH3:28])=[CH:23][C:22]=3[Cl:29])=[CH:13][CH:12]=2)[CH2:9][CH2:8][N:7]([C:30]([O:32][C:33]([CH3:36])([CH3:35])[CH3:34])=[O:31])[CH2:6]1)=[O:4] |f:1.2|. Procedure: To a sol. of compound 4-{4-[2-(2,6-Dichloro-4-methylphenoxy)ethoxy]phenyl}piperidine-1,3-dicarboxylic acid 1-tert-butyl ester 3-methyl ester (0.21 g, 0.38 mmol) in MeOH (2 mL) under Ar was added NaOMe (6 mg, 0.11 mmol). The mixture was stirred for 3 days at 70° C. Water was added, and the mixture was extracted with EtOAc. The org. phase was washed with brine, dried over MgSO4, filtered, and the solvents were removed under reduced pressure. The title compound (150 mg, 72%) was not further purifie... The reactants are C(C)(=O)O[BH-](OC(C)=O)OC(C)=O.[Na+] (sodium triacetoxyborohydride), C(C)(=O)O[BH-](OC(C)=O)OC(C)=O.[Na+] (Sodium triacetoxyborohydride), CN1CCNCC1 (N-methylpiperazine), C(C)(=O)O (acetic acid), NC1=C2C(=NC=N1)N(N=C2C2=CC(=C(C=C2)N)F)C2CCC(CC2)=O (4-[4-amino-3-(4-amino-3-fluorophenyl)-1H-pyrazolo[3,4-d]pyrimidin-1-yl]-1-cyclohexanone), NC1=C2C(=NC=N1)N(N=C2C2=CC(=C(C=C2)N)F)C2CCC(CC2)=O (4-[4-amino-3-(4-amino-3-fluorophenyl)-1H-pyrazolo[3,4-d]pyrimidin-1-yl]-1-cyclohexanone). The solvent is ClC(C)Cl (dichloroethane). Reaction conditions: time 18 hour. Yields the product NC1=C(C=C(C=C1)C1=NN(C2=NC=NC(=C21)N)C2CCC(CC2)N2CCN(CC2)C)F (3-(4-amino-3-fluorophenyl)-1-[4-(4-methylpiperazino)cyclohexyl]-1H-pyrazolo[3,4-d]pyrimidin-4-amine). Isolated yield 283.3%. Reaction SMILES: [CH3:1][N:2]1[CH2:7][CH2:6][NH:5][CH2:4][CH2:3]1.C(O)(=O)C.[NH2:12][C:13]1[N:18]=[CH:17][N:16]=[C:15]2[N:19]([CH:30]3[CH2:35][CH2:34][C:33](=O)[CH2:32][CH2:31]3)[N:20]=[C:21]([C:22]3[CH:27]=[CH:26][C:25]([NH2:28])=[C:24]([F:29])[CH:23]=3)[C:14]=12.C(O[BH-](OC(=O)C)OC(=O)C)(=O)C.[Na+]>ClC(Cl)C>[NH2:28][C:25]1[CH:26]=[CH:27][C:22]([C:21]2[C:14]3[C:15](=[N:16][CH:17]=[N:18][C:13]=3[NH2:12])[N:19]([CH:30]3[CH2:35][CH2:34][CH:33]([N:5]4[CH2:6][CH2:7][N:2]([CH3:1])[CH2:3][CH2:4]4)[CH2:32][CH2:31]3)[N:20]=2)=[CH:23][C:24]=1[F:29] |f:3.4|. Procedure details: N-methylpiperazine (3.6 g, 0.036 mol) and acetic acid (2.17 g, 0.036 mol) were added to a suspension of 4-[4-amino-3-(4-amino-3-fluorophenyl)-1H-pyrazolo[3,4-d]pyrimidin-1-yl]-1-cyclohexanone (Intermediate R) (4.1 g, 0.012 mol) in dichloroethane (200 mL). Sodium triacetoxyborohydride (3.32 g, 0.016 mol) was then added portionwise to the reaction suspension. The reaction mixture was stirred at room temperature for 18 h. Additional sodium triacetoxyborohydride (1.79 g, 0.084 mol and 1.28 g, 0.06 m... Reagents/catalysts: [Pd] (palladium/carbon). Solvent: CN(C)C=O (DMF). Procedure details: A mixture of tert-butyl ((2S)-1-((2-(4-(benzyloxy)phenyl) [1,3]oxazolo[4,5-c]pyridin-6-yl)oxy)propan-2-yl)carbamate (2.5 g), 10% palladium/carbon (containing water (50%), 0.5 g), THF (200 mL) and DMF (50 mL) was stirred for 15 hr under a hydrogen atmosphere. The catalyst was removed by filtration, and the obtained filtrate was concentrated under reduced pressure. The obtained solid was collected by filtration, washed with hexane/ethyl acetate (4/1), dried to give the title compound (1.45 g). Run at time 15 hour. Yield: 71.6%. RXN SMILES: C([O:8][C:9]1[CH:14]=[CH:13][C:12]([C:15]2[O:16][C:17]3[CH:22]=[C:21]([O:23][CH2:24][C@@H:25]([NH:27][C:28](=[O:34])[O:29][C:30]([CH3:33])([CH3:32])[CH3:31])[CH3:26])[N:20]=[CH:19][C:18]=3[N:35]=2)=[CH:11][CH:10]=1)C1C=CC=CC=1.C1COCC1>[Pd].CN(C=O)C>[OH:8][C:9]1[CH:14]=[CH:13][C:12]([C:15]2[O:16][C:17]3[CH:22]=[C:21]([O:23][CH2:24][C@@H:25]([NH:27][C:28](=[O:34])[O:29][C:30]([CH3:32])([CH3:31])[CH3:33])[CH3:26])[N:20]=[CH:19][C:18]=3[N:35]=2)=[CH:11][CH:10]=1. The product is OC1=CC=C(C=C1)C=1OC2=C(C=NC(=C2)OC[C@H](C)NC(OC(C)(C)C)=O)N1 (tert-butyl ((2S)-1-((2-(4-hydroxyphenyl) [1,3]oxazolo[4,5-c]pyridin-6-yl)oxy)propan-2-yl)carbamate). Starting materials: C(C1=CC=CC=C1)OC1=CC=C(C=C1)C=1OC2=C(C=NC(=C2)OC[C@H](C)NC(OC(C)(C)C)=O)N1 (tert-butyl ((2S)-1-((2-(4-(benzyloxy)phenyl) [1,3]oxazolo[4,5-c]pyridin-6-yl)oxy)propan-2-yl)carbamate), C1CCOC1 (THF). The reactants are CCOCC, O=C(O)C(Cl)CO, Cl, OCCC(F)(F)C(F)(F)C(F)(F)C(F)(F)C(F)(F)C(F)(F)C(F)(F)C(F)(F)F. The product is O=C(OCCC(F)(F)C(F)(F)C(F)(F)C(F)(F)C(F)(F)C(F)(F)C(F)(F)C(F)(F)F)C(Cl)CO. Reaction SMILES: [CH2:37]([O:38][CH2:39][CH3:40])[CH3:41].[Cl:1][CH:2]([C:3](=[O:4])[OH:5])[CH2:6][OH:7].[ClH:36].[F:8][C:9]([CH2:10][CH2:11][OH:12])([C:13]([C:14]([C:15]([C:16]([C:17]([C:18]([C:19]([F:20])([F:21])[F:22])([F:23])[F:24])([F:25])[F:26])([F:27])[F:28])([F:29])[F:30])([F:31])[F:32])([F:33])[F:34])[F:35]>>[Cl:1][CH:2]([C:3]([O:4][CH2:11][CH2:10][C:9]([F:8])([C:13]([C:14]([C:15]([C:16]([C:17]([C:18]([C:19]([F:20])([F:21])[F:22])([F:23])[F:24])([F:25])[F:26])([F:27])[F:28])([F:29])[F:30])([F:31])[F:32])([F:33])[F:34])[F:35])=[O:5])[CH2:6][OH:7]. The reactants are N1(CCCCC1)C1=C(C=CC=C1)C(CCCCC)N (1-(2-piperidino-phenyl)-1-n-hexylamine), C(C)OC=1C=C(C=CC1C(=O)OCC)CC(=O)O (3-ethoxy-4-ethoxycarbonyl-phenylacetic acid). The product is C(C)OC1=C(C(=O)OCC)C=CC(=C1)CC(=O)NC(CCCCC)C1=C(C=CC=C1)N1CCCCC1 (Ethyl 2-ethoxy-4-[N-{1-(2-piperidino-phenyl)-1-n-hexyl}-aminocarbonylmethyl]-benzoate). Reaction SMILES: [N:1]1([C:7]2[CH:12]=[CH:11][CH:10]=[CH:9][C:8]=2[CH:13]([NH2:19])[CH2:14][CH2:15][CH2:16][CH2:17][CH3:18])[CH2:6][CH2:5][CH2:4][CH2:3][CH2:2]1.[CH2:20]([O:22][C:23]1[CH:24]=[C:25]([CH2:34][C:35](O)=[O:36])[CH:26]=[CH:27][C:28]=1[C:29]([O:31][CH2:32][CH3:33])=[O:30])[CH3:21]>>[CH2:20]([O:22][C:23]1[CH:24]=[C:25]([CH2:34][C:35]([NH:19][CH:13]([C:8]2[CH:9]=[CH:10][CH:11]=[CH:12][C:7]=2[N:1]2[CH2:6][CH2:5][CH2:4][CH2:3][CH2:2]2)[CH2:14][CH2:15][CH2:16][CH2:17][CH3:18])=[O:36])[CH:26]=[CH:27][C:28]=1[C:29]([O:31][CH2:32][CH3:33])=[O:30])[CH3:21]. Procedure details: Prepared from 1-(2-piperidino-phenyl)-1-n-hexylamine and 3-ethoxy-4-ethoxycarbonyl-phenylacetic acid analogous to Example 1. The reactants are C(C(CO)(CO)N)O (trisamine), COC1=C(CN(C(CCC2=CC=C(C=C2)O)=O)CCCCCCC)C=CC=C1OC (N-(2,3-dimethoxybenzyl)-N-heptyl-3-(4-hydroxyphenyl)propanamide), BrCC1=C(C(=O)OC)C=CC=C1 (methyl 2-(bromomethyl)benzoate), C([O-])([O-])=O.[K+].[K+] (potassiumcarbonate). Run in C(C)#N (acetonitrile). Run at temperature 60 celsius, time 3 hour. Yields the product COC1=C(CN(C(CCC2=CC=C(OCC3=C(C(=O)OC)C=CC=C3)C=C2)=O)CCCCCCC)C=CC=C1OC (methyl 2-[(4-{3-[(2,3-dimethoxybenzyl)(heptyl)amino]-3-oxopropyl}phenoxy)methyl]benzoate). Isolated yield 14.8%. RXN SMILES: [CH3:1][O:2][C:3]1[C:28]([O:29][CH3:30])=[CH:27][CH:26]=[CH:25][C:4]=1[CH2:5][N:6]([CH2:18][CH2:19][CH2:20][CH2:21][CH2:22][CH2:23][CH3:24])[C:7](=[O:17])[CH2:8][CH2:9][C:10]1[CH:15]=[CH:14][C:13]([OH:16])=[CH:12][CH:11]=1.Br[CH2:32][C:33]1[CH:42]=[CH:41][CH:40]=[CH:39][C:34]=1[C:35]([O:37][CH3:38])=[O:36].C(=O)([O-])[O-].[K+].[K+].C(O)C(N)(CO)CO>C(#N)C>[CH3:1][O:2][C:3]1[C:28]([O:29][CH3:30])=[CH:27][CH:26]=[CH:25][C:4]=1[CH2:5][N:6]([CH2:18][CH2:19][CH2:20][CH2:21][CH2:22][CH2:23][CH3:24])[C:7](=[O:17])[CH2:8][CH2:9][C:10]1[CH:15]=[CH:14][C:13]([O:16][CH2:32][C:33]2[CH:42]=[CH:41][CH:40]=[CH:39][C:34]=2[C:35]([O:37][CH3:38])=[O:36])=[CH:12][CH:11]=1 |f:2.3.4|. Procedure: N-(2,3-dimethoxybenzyl)-N-heptyl-3-(4-hydroxyphenyl)propanamide 0.196 g, 0.47 mmol) and methyl 2-(bromomethyl)benzoate (0.12 g, 0.52 mmol) was dissolved in acetonitrile (10 ml) and potassiumcarbonate (131 mg, 0.95 mmol) was added. The mixture was stirred at 60° C. for three hours. Polymersupproted trisamine (0.3 eqv) was added and stirred over night. The polymer was filtered of, solvent was removed by evaporation, addition of EtOAc (10 ml) and the organic phase was washed with three potions of w... The reactants are CC(C)=O, [Cl-], O=C(O)c1cccc2c1Nc1cc(C(F)(F)F)ccc1S2, [K+], N#C[S-]. The product is O=C(O)c1cccc2c1Nc1cc(C(F)(F)F)ccc1S2, [N-]=C=S. RXN SMILES: [CH3:27][C:28](=[O:29])[CH3:30].[Cl-:1].[F:2][C:3]([c:4]1[cH:5][cH:6][c:7]2[c:16]([cH:17]1)[NH:15][c:14]1[c:9]([cH:10][cH:11][cH:12][c:13]1[C:18](=[O:19])[OH:20])[S:8]2)([F:21])[F:22].[K+:23].[S-:24][C:25]#[N:26]>>[F:2][C:3]([c:4]1[cH:5][cH:6][c:7]2[c:16]([cH:17]1)[NH:15][c:14]1[c:9]([cH:10][cH:11][cH:12][c:13]1[C:18](=[O:19])[OH:20])[S:8]2)([F:21])[F:22].[S:24]=[C:25]=[N-:26].